This data is from the Open Reaction Database (ORD), a public repository of structured organic reaction records. The task is: describe an organic reaction: reactants, conditions, products, and yield The reactants are C(C)(C)(C)OC(=O)CCCON=C(C(=O)NC1[C@@H]2N(C(=C(CS2)C=C)C(=O)OC(C2=CC=CC=C2)C2=CC=CC=C2)C1=O)C=1N=C(SC1)NC=O (benzhydryl 7-[2-(3-tert-butoxycarbonylpropoxyimino)-2-(2-formamidothiazol-4-yl)acetamido]-3-vinyl-3-cephem-4-carboxylate), Cl (hydrochloric acid), C(C)(C)OC(C)C (diisopropyl ether), C([O-])(O)=O.[Na+] (sodium bicarbonate). Solvent: O1CCCC1 (tetrahydrofuran), CO (methanol), C(C)(=O)OCC (ethyl acetate). Run at time 2.5 hour. The product is C(C)(C)(C)OC(=O)CCCON=C(C(=O)NC1[C@@H]2N(C(=C(CS2)C=C)C(=O)OC(C2=CC=CC=C2)C2=CC=CC=C2)C1=O)C=1N=C(SC1)N (benzhydryl 7-[2-(3-tert-butoxycarbonylpropoxyimino)-2-(2-aminothiazol-4-yl)acetamido]-3-vinyl-3-cephem-4-carboxylate). Isolated yield 98.9%. As a reaction SMILES: [C:1]([O:5][C:6]([CH2:8][CH2:9][CH2:10][O:11][N:12]=[C:13]([C:44]1[N:45]=[C:46]([NH:49]C=O)[S:47][CH:48]=1)[C:14]([NH:16][CH:17]1[C:42](=[O:43])[N:19]2[C:20]([C:26]([O:28][CH:29]([C:36]3[CH:41]=[CH:40][CH:39]=[CH:38][CH:37]=3)[C:30]3[CH:35]=[CH:34][CH:33]=[CH:32][CH:31]=3)=[O:27])=[C:21]([CH:24]=[CH2:25])[CH2:22][S:23][C@H:18]12)=[O:15])=[O:7])([CH3:4])([CH3:3])[CH3:2].Cl.C(=O)(O)[O-].[Na+].C(OC(C)C)(C)C>C(OCC)(=O)C.O1CCCC1.CO>[C:1]([O:5][C:6]([CH2:8][CH2:9][CH2:10][O:11][N:12]=[C:13]([C:44]1[N:45]=[C:46]([NH2:49])[S:47][CH:48]=1)[C:14]([NH:16][CH:17]1[C:42](=[O:43])[N:19]2[C:20]([C:26]([O:28][CH:29]([C:36]3[CH:37]=[CH:38][CH:39]=[CH:40][CH:41]=3)[C:30]3[CH:31]=[CH:32][CH:33]=[CH:34][CH:35]=3)=[O:27])=[C:21]([CH:24]=[CH2:25])[CH2:22][S:23][C@H:18]12)=[O:15])=[O:7])([CH3:2])([CH3:3])[CH3:4] |f:2.3|. Procedure details: A mixture of benzhydryl 7-[2-(3-tert-butoxycarbonylpropoxyimino)-2-(2-formamidothiazol-4-yl)acetamido]-3-vinyl-3-cephem-4-carboxylate (syn isomer) (3.5 g), conc. hydrochloric acid (1.0 g), methanol (30 ml) and tetrahydrofuran (15.0 ml) was stirred at ambient temperature for 2.5 hours. To the reaction mixture was added ethyl acetate, followed by adjusting to pH 7.5 with a saturated aqueous sodium bicarbonate. The separated organic layer was washed with a saturated aqueous sodium chloride and then... The reactants are C1CCOC1, CC#CCC(C)C(C=CC1CCC(=O)C1CC=CCCCC(=O)O)OC1CCCCO1, CC(=O)O, O. Product: CC#CCC(C)C(O)C=CC1CCC(=O)C1CC=CCCCC(=O)O. RXN SMILES: [CH2:37]1[O:38][CH2:39][CH2:40][CH2:41]1.[CH3:1][CH:2]([CH:3]([CH:4]=[CH:5][CH:6]1[CH2:7][CH2:8][C:9](=[O:20])[CH:10]1[CH2:11][CH:12]=[CH:13][CH2:14][CH2:15][CH2:16][C:17](=[O:18])[OH:19])[O:21][CH:22]1[CH2:23][CH2:24][CH2:25][CH2:26][O:27]1)[CH2:28][C:29]#[C:30][CH3:31].[CH3:32][C:33](=[O:34])[OH:35].[OH2:36]>>[CH3:1][CH:2]([CH:3]([CH:4]=[CH:5][CH:6]1[CH2:7][CH2:8][C:9](=[O:20])[CH:10]1[CH2:11][CH:12]=[CH:13][CH2:14][CH2:15][CH2:16][C:17](=[O:18])[OH:19])[OH:21])[CH2:28][C:29]#[C:30][CH3:31]. Reactants: O=C([O-])[O-], c1ccc2c(c1)CCN2, CC#N, [K+], [K+], NOS(=O)(=O)O, O. Product: NN1CCc2ccccc21. RXN SMILES: [C:20](=[O:21])([O-:22])[O-:23].[CH2:4]1[CH2:5][c:6]2[cH:7][cH:8][cH:9][cH:10][c:11]2[NH:12]1.[CH3:1][C:2]#[N:3].[K+:24].[K+:25].[NH2:13][O:14][S:15]([OH:16])(=[O:17])=[O:18].[OH2:19]>>[NH2:3][N:12]1[CH2:4][CH2:5][c:6]2[cH:7][cH:8][cH:9][cH:10][c:11]21. Starting materials: Cl.C1(CC1)N(C(C1=CC=C(C=C1)C1=CN=CO1)=O)C1CCNCC1 (N-cyclopropyl-4-oxazol-5-yl-N-piperidin-4-yl-benzamide hydrochloride), ClC=1SC(=NN1)C1=CC=CC=C1 (2-chloro-5-phenyl-[1,3,4]thiadiazole). Run in CN1C(CCC1)=O (N-methylpyrrolidinone). The product is C1(CC1)N(C(C1=CC=C(C=C1)C1=CN=CO1)=O)C1CCN(CC1)C=1SC(=NN1)C1=CC=CC=C1 (N-Cyclopropyl-4-oxazol-5-yl-N-[1-(5-phenyl-[1,3,4]thiadiazol-2-yl)-piperidin-4-yl]-benzamide). RXN SMILES: Cl.[CH:2]1([N:5]([CH:19]2[CH2:24][CH2:23][NH:22][CH2:21][CH2:20]2)[C:6](=[O:18])[C:7]2[CH:12]=[CH:11][C:10]([C:13]3[O:17][CH:16]=[N:15][CH:14]=3)=[CH:9][CH:8]=2)[CH2:4][CH2:3]1.Cl[C:26]1[S:27][C:28]([C:31]2[CH:36]=[CH:35][CH:34]=[CH:33][CH:32]=2)=[N:29][N:30]=1>CN1CCCC1=O>[CH:2]1([N:5]([CH:19]2[CH2:24][CH2:23][N:22]([C:26]3[S:27][C:28]([C:31]4[CH:36]=[CH:35][CH:34]=[CH:33][CH:32]=4)=[N:29][N:30]=3)[CH2:21][CH2:20]2)[C:6](=[O:18])[C:7]2[CH:8]=[CH:9][C:10]([C:13]3[O:17][CH:16]=[N:15][CH:14]=3)=[CH:11][CH:12]=2)[CH2:4][CH2:3]1 |f:0.1|. Reported procedure: The title compound is prepared from N-cyclopropyl-4-oxazol-5-yl-N-piperidin-4-yl-benzamide hydrochloride and 2-chloro-5-phenyl-[1,3,4]thiadiazole following a procedure analogous to that described in Example 19 using N-methylpyrrolidinone as solvent. LC (method 16): tR=0.49 min; Mass spectrum (ESI+): m/z=472 [M+H]+. Reported procedure: To a mixture containing 41 g of 2-aminobenzoic acid (0.3M), 21 of water and 34 ml of acetic acid, was dropwise added 54 g of potassium cyanate dissolved in 200 ml of water. The resultant was stirred for an hour and slowly added with 60 g of 0.3M aqueous sodium hydroxide so as not to exceed the reaction temperature of 40° C. The solution, while heated to 90° C., was stirred for 30 minutes, and then cooled to 0° C. The resultant was acidified by adding a concentrated hydrochloric acid and the soli... Reaction SMILES: [NH2:1][C:2]1[CH:10]=[CH:9][CH:8]=[CH:7][C:3]=1[C:4](O)=[O:5].[O-:11][C:12]#[N:13].[K+].[OH-].[Na+].Cl>O.C(O)(=O)C>[OH:11][C:12]1[N:13]=[C:4]([OH:5])[C:3]2[C:2](=[CH:10][CH:9]=[CH:8][CH:7]=2)[N:1]=1 |f:1.2,3.4|. Isolated yield 90.1%. Reaction conditions: temperature 90 celsius. The product is OC1=NC2=CC=CC=C2C(=N1)O (2,4-Dihydroxyquinazoline). The solvent is O (water), O (water), C(C)(=O)O (acetic acid). The reactants are Cl (hydrochloric acid), [O-]C#N.[K+] (potassium cyanate), NC1=C(C(=O)O)C=CC=C1 (2-aminobenzoic acid), [OH-].[Na+] (sodium hydroxide). The reactants are COC=1C=C(C=CC1[N+](=O)[O-])CN(C)C (1-(3-methoxy-4-nitrophenyl)-N,N-dimethylmethanamine). Reagents/catalysts: [Pd] (Pd on carbon). Run in CCO (EtOH). Run at time 1 hour. Yields the product CN(C)CC1=CC(=C(N)C=C1)OC (4-((Dimethylamino)methyl)-2-methoxyaniline). Yield: 98.5%. Reaction SMILES: [CH3:1][O:2][C:3]1[CH:4]=[C:5]([CH2:12][N:13]([CH3:15])[CH3:14])[CH:6]=[CH:7][C:8]=1[N+:9]([O-])=O>CCO.[Pd]>[CH3:15][N:13]([CH2:12][C:5]1[CH:6]=[CH:7][C:8]([NH2:9])=[C:3]([O:2][CH3:1])[CH:4]=1)[CH3:14]. Procedure: 10% Pd on carbon (12 mg, 0.866 mmol) was added to a solution of 1-(3-methoxy-4-nitrophenyl)-N,N-dimethylmethanamine (Preparation 109, 160 mg, 0.76 mmol) in EtOH (3 mL). The reaction mixture was degassed and then stirred for 1 hour at room temperature under an atmosphere of hydrogen before being filtered on a pad of Celite and concentrated under reduced pressure to afford the title compound (0.135 g, 98%). Yields the product OCc1cccc(OCc2ccc3ccccc3n2)c1. RXN SMILES: [CH3:25][S:26]([CH3:27])=[O:28].[Cl:2][CH2:3][c:4]1[n:5][c:6]2[cH:7][cH:8][cH:9][cH:10][c:11]2[cH:12][cH:13]1.[ClH:1].[Na+:24].[OH-:23].[OH:14][c:15]1[cH:16][c:17]([CH2:18][OH:19])[cH:20][cH:21][cH:22]1>>[CH2:3]([c:4]1[n:5][c:6]2[cH:7][cH:8][cH:9][cH:10][c:11]2[cH:12][cH:13]1)[O:14][c:15]1[cH:16][c:17]([CH2:18][OH:19])[cH:20][cH:21][cH:22]1. The reactants are CS(C)=O, ClCc1ccc2ccccc2n1, Cl, [Na+], [OH-], OCc1cccc(O)c1.